describe an organic reaction: reactants, conditions, products, and yield From a dataset of the Open Reaction Database (ORD), a public repository of structured organic reaction records. Reactants: CC1=CC(=C(C=C1C)NC(OC1=CC=CC=C1)=O)OC (Phenyl N-(4,5-dimethyl-2-methoxyphenyl)carbamate), COC1=C(C=C(C=C1)C1=CC=CC=C1)N1CCNCC1 (1-(2-methoxy-5-phenylphenyl)piperazine). Yields the product CC1=CC(=C(C=C1C)NC(=O)N1CCN(CC1)C1=C(C=CC(=C1)C1=CC=CC=C1)OC)OC (1-[(4,5-Dimethyl-2-methoxyphenyl)aminocarbonyl]-4-(2-methoxy-5-phenylphenyl)piperazine). Isolated yield 91.0%. Reaction SMILES: [CH3:1][C:2]1[C:7]([CH3:8])=[CH:6][C:5]([NH:9][C:10](=[O:18])OC2C=CC=CC=2)=[C:4]([O:19][CH3:20])[CH:3]=1.[CH3:21][O:22][C:23]1[CH:28]=[CH:27][C:26]([C:29]2[CH:34]=[CH:33][CH:32]=[CH:31][CH:30]=2)=[CH:25][C:24]=1[N:35]1[CH2:40][CH2:39][NH:38][CH2:37][CH2:36]1>>[CH3:1][C:2]1[C:7]([CH3:8])=[CH:6][C:5]([NH:9][C:10]([N:38]2[CH2:37][CH2:36][N:35]([C:24]3[CH:25]=[C:26]([C:29]4[CH:34]=[CH:33][CH:32]=[CH:31][CH:30]=4)[CH:27]=[CH:28][C:23]=3[O:22][CH3:21])[CH2:40][CH2:39]2)=[O:18])=[C:4]([O:19][CH3:20])[CH:3]=1. Procedure details: Phenyl N-(4,5-dimethyl-2-methoxyphenyl)carbamate and 1-(2-methoxy-5-phenylphenyl)piperazine were reacted by the same way with the example 170 to obtain the titled compound.